From a dataset of the Open Reaction Database (ORD), a public repository of structured organic reaction records. describe an organic reaction: reactants, conditions, products, and yield Reactants: C(C=C)C=1C=C(C=CC1OS(=O)(=O)C(F)(F)F)CCC(=O)OCC (ethyl 3-(3-allyl-4-trifluoromethylsulphonyloxyphenyl)propionate), C(C=C)C1=C(C=CC(=C1)O)CCCOC (3-(2-allyl-4-hydroxyphenyl)-1-methoxypropane). The product is FC(S(=O)(=O)OC1=C(C=C(C=C1)CCCOC)CC=C)(F)F (2-allyl-4-(3-methoxypropyl)phenyl trifluoromethane sulphonate). Reaction SMILES: [CH2:1]([C:4]1[CH:5]=[C:6]([CH2:18][CH2:19][C:20]([O:22][CH2:23]C)=O)[CH:7]=[CH:8][C:9]=1[O:10][S:11]([C:14]([F:17])([F:16])[F:15])(=[O:13])=[O:12])[CH:2]=[CH2:3].C(C1C=C(O)C=CC=1CCCOC)C=C>>[F:16][C:14]([F:15])([F:17])[S:11]([O:10][C:9]1[CH:8]=[CH:7][C:6]([CH2:18][CH2:19][CH2:20][O:22][CH3:23])=[CH:5][C:4]=1[CH2:1][CH:2]=[CH2:3])(=[O:12])=[O:13]. Reported procedure: Using a similar procedure to that described in Example 1 for the preparation of ethyl 3-(3-allyl-4-trifluoromethylsulphonyloxyphenyl)propionate but using 3-(2-allyl-4-hydroxyphenyl)-1-methoxypropane as starting material there was obtained 2-allyl-4-(3-methoxypropyl)phenyl trifluoromethane sulphonate as a colourless oil; NMR(CDCl3): 1.8-1.95(2H,m), 2.65-2.75(2H,t), 3.3-3.5(7H,m), 5.05-5.2(2H,m), 5.8-6.0(1H,m) and 7.0-7.3(3H,m). Starting materials: CC(=O)OCCCCCC1Cc2cc(OC3CCCCO3)ccc2C2CCC3(C)C(OC(C)=O)CCC3C12, CO, CCOCC, [Na+], [OH-]. The product is CC(=O)OC1CCC2C3C(CCCCCO)Cc4cc(OC5CCCCO5)ccc4C3CCC12C. RXN SMILES: [C:1]([CH3:2])(=[O:3])[O:4][CH:5]1[C:6]2([CH3:7])[CH:8]([CH2:9][CH2:10]1)[CH:11]1[CH:12]([CH2:30][CH2:31][CH2:32][CH2:33][CH2:34][O:35][C:36](=[O:37])[CH3:38])[CH2:13][c:14]3[cH:15][c:16]([O:23][CH:24]4[O:25][CH2:26][CH2:27][CH2:28][CH2:29]4)[cH:17][cH:18][c:19]3[CH:20]1[CH2:21][CH2:22]2.[CH3:41][OH:42].[CH3:43][CH2:44][O:45][CH2:46][CH3:47].[Na+:40].[OH-:39]>>[C:1]([CH3:2])(=[O:3])[O:4][CH:5]1[C:6]2([CH3:7])[CH:8]([CH2:9][CH2:10]1)[CH:11]1[CH:12]([CH2:30][CH2:31][CH2:32][CH2:33][CH2:34][OH:35])[CH2:13][c:14]3[cH:15][c:16]([O:23][CH:24]4[O:25][CH2:26][CH2:27][CH2:28][CH2:29]4)[cH:17][cH:18][c:19]3[CH:20]1[CH2:21][CH2:22]2. The reactants are CC(C)(C)OC(=O)NC12C=CCC1CN(C(=O)OCc1ccccc1)C2, [Cl-], N, [NH4+], [Na+], [Na], C1CCOC1, [OH-]. Product: CC(C)(C)OC(=O)NC12C=CCC1CNC2. RXN SMILES: [CH2:1]([O:2][C:3](=[O:4])[N:11]1[CH2:12][C:13]2([NH:19][C:20](=[O:21])[O:22][C:23]([CH3:24])([CH3:25])[CH3:26])[CH:14]=[CH:15][CH2:16][CH:17]2[CH2:18]1)[c:5]1[cH:6][cH:7][cH:8][cH:9][cH:10]1.[Cl-:28].[NH3:30].[NH4+:29].[Na+:32].[Na:27].[O:33]1[CH2:34][CH2:35][CH2:36][CH2:37]1.[OH-:31]>>[NH:11]1[CH2:12][C:13]2([NH:19][C:20](=[O:21])[O:22][C:23]([CH3:24])([CH3:25])[CH3:26])[CH:14]=[CH:15][CH2:16][CH:17]2[CH2:18]1. The reactants are O[C@@H]1[C@H](CCC1)C(=O)OC (methyl (S,S)-2-hydroxycyclopentanecarboxylate), O.NN (Hydrazine monohydrate). Solvent: CC(C)O (2-propanol). Conditions: time 30 minute. Product: O[C@@H]1[C@H](CCC1)C(=O)NN ((S,S)-2-hydroxycyclopentanecarboxylic Hydrazide). Isolated yield 63.0%. As a reaction SMILES: [OH:1][C@H:2]1[CH2:6][CH2:5][CH2:4][C@@H:3]1[C:7]([O:9]C)=O.O.[NH2:12][NH2:13]>CC(O)C>[OH:1][C@H:2]1[CH2:6][CH2:5][CH2:4][C@@H:3]1[C:7]([NH:12][NH2:13])=[O:9] |f:1.2|. Reported procedure: To a 50-mL four-necked flask were added 2.33 g (16.2 mmol) of methyl (S,S)-2-hydroxycyclopentanecarboxylate and 9.3 ml of 2-propanol and stirring was started. Hydrazine monohydrate (1.62 g; (32.3 mmol) was dropped thereinto at 23° C. taking 30 minutes. After the dropping, the mixture was stirred at 85° C. for 15 hours. Followed by, heating was stopped and the mixture was cooled down to room temperature to precipitate the crystals. The crystals were filtered and washed with a small amount of 2-pr... The reactants are ClC1=CC=NC2=CC=CC=C12 (4-Chloroquinoline), [N+](=O)([O-])C1=CC=C(C=C1)S (4-nitrothiophenol), C([O-])([O-])=O.[K+].[K+] (potassium carbonate). Solvent: C(C)O (ethanol). Yields the product [N+](=O)([O-])C1=CC=C(C=C1)SC1=CC=NC2=CC=CC=C12 (4-(4-nitrophenylthio)quinoline). The yield is 53.7%. As a reaction SMILES: Cl[C:2]1[C:11]2[C:6](=[CH:7][CH:8]=[CH:9][CH:10]=2)[N:5]=[CH:4][CH:3]=1.[N+:12]([C:15]1[CH:20]=[CH:19][C:18]([SH:21])=[CH:17][CH:16]=1)([O-:14])=[O:13].C(=O)([O-])[O-].[K+].[K+]>C(O)C>[N+:12]([C:15]1[CH:20]=[CH:19][C:18]([S:21][C:2]2[C:11]3[C:6](=[CH:7][CH:8]=[CH:9][CH:10]=3)[N:5]=[CH:4][CH:3]=2)=[CH:17][CH:16]=1)([O-:14])=[O:13] |f:2.3.4|. Procedure: 4-Chloroquinoline (32.3 mmoles, 5.2 g),4-nitrothiophenol (32.3 moles, 5.0 g) and potassium carbonate (32.3 moles, 4.46 g) were stirred at room temperature in 500 ml of ethanol for 16 hr. The reaction mixture was then concentrated, ethyl acetate was added and the solution washed with water, dried over sodium sulfate and concentrated. The product was purified by HPLC over silica gel eluted with 20-40% ethyl acetate/hexane to yield 4-(4-nitrophenylthio)quinoline 4.9 g, 54%. Mass Spec (FD) 282. Calc... The reactants are CCOC(Cc1ccc(-c2cnc(NC)s2)cc1)C(=O)OC, CCCCCN=C=O. Yields the product CCCCCNC(=O)N(C)c1ncc(-c2ccc(CC(OCC)C(=O)OC)cc2)s1. As a reaction SMILES: [CH2:1]([CH3:2])[O:3][CH:4]([C:5](=[O:6])[O:7][CH3:8])[CH2:9][c:10]1[cH:11][cH:12][c:13](-[c:16]2[cH:17][n:18][c:19]([NH:21][CH3:22])[s:20]2)[cH:14][cH:15]1.[CH2:23]([CH2:24][CH2:25][CH2:26][CH3:27])[N:28]=[C:29]=[O:30]>>[CH2:1]([CH3:2])[O:3][CH:4]([C:5](=[O:6])[O:7][CH3:8])[CH2:9][c:10]1[cH:11][cH:12][c:13](-[c:16]2[cH:17][n:18][c:19]([N:21]([CH3:22])[C:29]([NH:28][CH2:23][CH2:24][CH2:25][CH2:26][CH3:27])=[O:30])[s:20]2)[cH:14][cH:15]1.